This data is from the Open Reaction Database (ORD), a public repository of structured organic reaction records. The task is: describe an organic reaction: reactants, conditions, products, and yield Run in CN(C)C=O (DMF). RXN SMILES: C1C2C(COC(=O)[NH:17][CH2:18][CH2:19][O:20][CH2:21][CH2:22][NH:23][C:24]([C:26]3[CH:50]=[CH:49][C:29]4[N:30]([CH3:48])[C:31]([NH:33][C:34]5[S:35][C:36]6[CH:42]=[C:41]([O:43][C:44]([F:47])([F:46])[F:45])[CH:40]=[CH:39][C:37]=6[N:38]=5)=[N:32][C:28]=4[CH:27]=3)=[O:25])C3C(=CC=CC=3)C=2C=CC=1.N1CCCCC1>CN(C=O)C>[NH2:17][CH2:18][CH2:19][O:20][CH2:21][CH2:22][NH:23][C:24]([C:26]1[CH:50]=[CH:49][C:29]2[N:30]([CH3:48])[C:31]([NH:33][C:34]3[S:35][C:36]4[CH:42]=[C:41]([O:43][C:44]([F:45])([F:46])[F:47])[CH:40]=[CH:39][C:37]=4[N:38]=3)=[N:32][C:28]=2[CH:27]=1)=[O:25]. Product: NCCOCCNC(=O)C1=CC2=C(N(C(=N2)NC=2SC3=C(N2)C=CC(=C3)OC(F)(F)F)C)C=C1 (1-Methyl-2-(6-trifluoromethoxy-benzothiazol-2-ylamino)-1H-benzoimidazole-5-carboxylic acid [2-(2-amino-ethoxy)-ethyl]-amide). Reported procedure: 1-Methyl-2-(6-trifluoromethoxy-benzothiazol-2-ylamino)-1H-benzoimidazole-5-carboxylic acid [2-(2-amino-ethoxy)-ethyl]-amide (70 mg) was prepared by following General Procedure 0 starting from [2-(2-{[1-methyl-2-(6-trifluoromethoxy-benzothiazol-2-ylamino)-1H-benzoimidazole-5-carbonyl]-amino}-ethoxy)-ethyl]-carbamic acid 9H-fluoren-9-ylmethyl ester (106 mg), 20% (v/v) piperidine in DMF (1.5 mL). LC/MS: m/z 494.5. Reactants: C1=CC=CC=2C3=CC=CC=C3C(C12)COC(NCCOCCNC(=O)C1=CC2=C(N(C(=N2)NC=2SC3=C(N2)C=CC(=C3)OC(F)(F)F)C)C=C1)=O ([2-(2-{[1-methyl-2-(6-trifluoromethoxy-benzothiazol-2-ylamino)-1H-benzoimidazole-5-carbonyl]-amino}-ethoxy)-ethyl]-carbamic acid 9H-fluoren-9-ylmethyl ester), N1CCCCC1 (piperidine). Isolated yield 95.7%. The reactants are C1(=CC(=CC=C1)N1C=NC(=C1)C(=O)Cl)C1=CC=CC=C1 (1-Biphenyl-3-yl-1H-imidazole-4-carbonyl chloride), resultant mixture, [H-].[Na+] (sodium hydride), N1N=CC=C1 (pyrazole), O (Water). Solvent: CN(C)C=O (DMF), CN(C)C=O (DMF). Reaction conditions: time 30 minute. Yields the product C1(=CC(=CC=C1)N1C=NC(=C1)C(=O)N1N=CC=C1)C1=CC=CC=C1 ((1-Biphenyl-3-yl-1H-imidazol-4-yl)-pyrazol-1-yl-methanone). As a reaction SMILES: [H-].[Na+].[NH:3]1[CH:7]=[CH:6][CH:5]=[N:4]1.[C:8]1([C:22]2[CH:27]=[CH:26][CH:25]=[CH:24][CH:23]=2)[CH:13]=[CH:12][CH:11]=[C:10]([N:14]2[CH:18]=[C:17]([C:19](Cl)=[O:20])[N:16]=[CH:15]2)[CH:9]=1.O>CN(C=O)C>[C:8]1([C:22]2[CH:23]=[CH:24][CH:25]=[CH:26][CH:27]=2)[CH:13]=[CH:12][CH:11]=[C:10]([N:14]2[CH:18]=[C:17]([C:19]([N:3]3[CH:7]=[CH:6][CH:5]=[N:4]3)=[O:20])[N:16]=[CH:15]2)[CH:9]=1 |f:0.1|. Procedure: To a stirred, ice-cooled solution of sodium hydride (45 mg, 1.14 mmol) in anhydrous DMF (10 ml) was added pyrazole (77 mg, 1.14 mmol) and stirring was continued for 30 min. under nitrogen. A solution of compound 11a (0.27 g, 0.95 mmol) in DMF (10 ml) was added slowly and the resultant mixture was stirred at ambient conditions overnight. Water (80 ml) was added and the mixture was extracted with ethyl acetate. The extract was concentrated under reduced pressure and the concentrate was purified by... Reactants: CCOC(=O)CBr, C1CCOC1, [H-], Nc1cccc2ccccc12, [Na+]. The product is CCOC(=O)CNc1cccc2ccccc12. Reaction SMILES: [Br:14][CH2:15][C:16](=[O:17])[O:18][CH2:19][CH3:20].[CH2:21]1[O:22][CH2:23][CH2:24][CH2:25]1.[H-:12].[NH2:1][c:2]1[cH:3][cH:4][cH:5][c:6]2[cH:7][cH:8][cH:9][cH:10][c:11]12.[Na+:13]>>[NH:1]([c:2]1[cH:3][cH:4][cH:5][c:6]2[cH:7][cH:8][cH:9][cH:10][c:11]12)[CH2:15][C:16](=[O:17])[O:18][CH2:19][CH3:20]. The reactants are COC=1C=C(CCNCC(COC2=C3CCC(NC3=C(C=C2)OCC2=CC=CC=C2)=O)O)C=CC1OC (5-[3-(3,4-dimethoxyphenethylamino)-2-hydroxypropoxy]-8-benzyloxy-3,4-dihydrocarbostyril), [H][H] (hydrogen), C(C)O (ethanol), Cl (hydrogen chloride). The reagents and catalysts are [C].[Pd] (palladium carbon). Solvent: CO (methanol). Yields the product Cl.COC=1C=C(CCNCC(COC2=C3CCC(NC3=C(C=C2)O)=O)O)C=CC1OC (5-[3-(3,4-dimethoxyphenethylamino)-2-hydroxypropoxy]-8-hydroxy-3,4-dihydrocarbostyril hydrochloride). RXN SMILES: [CH3:1][O:2][C:3]1[CH:4]=[C:5]([CH:33]=[CH:34][C:35]=1[O:36][CH3:37])[CH2:6][CH2:7][NH:8][CH2:9][CH:10]([OH:32])[CH2:11][O:12][C:13]1[CH:22]=[CH:21][C:20]([O:23]CC2C=CC=CC=2)=[C:19]2[C:14]=1[CH2:15][CH2:16][C:17](=[O:31])[NH:18]2.C(O)C.[ClH:41].[H][H]>CO.[C].[Pd]>[ClH:41].[CH3:1][O:2][C:3]1[CH:4]=[C:5]([CH:33]=[CH:34][C:35]=1[O:36][CH3:37])[CH2:6][CH2:7][NH:8][CH2:9][CH:10]([OH:32])[CH2:11][O:12][C:13]1[CH:22]=[CH:21][C:20]([OH:23])=[C:19]2[C:14]=1[CH2:15][CH2:16][C:17](=[O:31])[NH:18]2 |f:5.6,7.8|. Procedure details: 2.0 g of 5-[3-(3,4-dimethoxyphenethylamino)-2-hydroxypropoxy]-8-benzyloxy-3,4-dihydrocarbostyril was suspended in 50 ml of methanol, and an ethanol solution containing hydrogen chloride was added to the suspension until the mixture showed acidity. After the mixture became homogenous, 0.7 g of 10% palladium carbon was added thereto followed by stirring at room temperature and at atmospheric pressure thereby absorbing hydrogen. The reaction completed when the absorption of hydrogen ceased. The cat... Starting materials: CO, COc1cc([N+](=O)[O-])c(F)cc1-n1cnc(C)n1. Yields the product COc1cc(N)c(F)cc1-n1cnc(C)n1. Reaction SMILES: [CH3:19][OH:20].[F:1][c:2]1[c:3]([N+:16]([O-:17])=[O:18])[cH:4][c:5]([O:14][CH3:15])[c:6](-[n:8]2[n:9][c:10]([CH3:13])[n:11][cH:12]2)[cH:7]1>>[F:1][c:2]1[c:3]([NH2:16])[cH:4][c:5]([O:14][CH3:15])[c:6](-[n:8]2[n:9][c:10]([CH3:13])[n:11][cH:12]2)[cH:7]1. Reactants: CCC(NC(=O)c1cncc2c1cnn2-c1ccc(F)cc1)c1ccnc(SC)c1, CO, [O-][I+3]([O-])([O-])[O-], [Na+]. The product is CCC(NC(=O)c1cncc2c1cnn2-c1ccc(F)cc1)c1ccnc(S(C)=O)c1. As a reaction SMILES: [CH3:1][S:2][c:3]1[n:4][cH:5][cH:6][c:7]([CH:9]([CH2:10][CH3:11])[NH:12][C:13](=[O:14])[c:15]2[c:16]3[c:17]([cH:18][n:19][cH:20]2)[n:21](-[c:24]2[cH:25][cH:26][c:27]([F:30])[cH:28][cH:29]2)[n:22][cH:23]3)[cH:8]1.[CH3:37][OH:38].[I+3:31]([O-:32])([O-:33])([O-:34])[O-:35].[Na+:36]>>[CH3:1][S:2]([c:3]1[n:4][cH:5][cH:6][c:7]([CH:9]([CH2:10][CH3:11])[NH:12][C:13](=[O:14])[c:15]2[c:16]3[c:17]([cH:18][n:19][cH:20]2)[n:21](-[c:24]2[cH:25][cH:26][c:27]([F:30])[cH:28][cH:29]2)[n:22][cH:23]3)[cH:8]1)=[O:32]. Starting materials: CON(C(=O)C1=CN(C2=CC=CC=C2C1=O)CC1=NC(=CC=C1)Br)C (1-(6-bromo-pyridin-2-ylmethyl)-4-oxo-1,4-dihydro-quinoline-3-carboxylic acid methoxy-methyl-amide), white powder, CC1=NC(=C(C=C1)I)C (2,6-dimethyl-5-iodo-pyridine), C(C)(C)[Mg]Cl (isopropylmagnesium chloride). Solvent: C1CCOC1 (THF), C1CCOC1 (THF). The product is BrC1=CC=CC(=N1)CN1C=C(C(C2=CC=CC=C12)=O)C(=O)C=1C(=NC(=CC1)C)C (1-(6-Bromo-pyridin-2-ylmethyl)-3-(2,6-dimethyl-pyridine-3-carbonyl)-1H-quinolin-4-one). Reaction SMILES: CON(C)[C:4]([C:6]1[C:15](=[O:16])[C:14]2[C:9](=[CH:10][CH:11]=[CH:12][CH:13]=2)[N:8]([CH2:17][C:18]2[CH:23]=[CH:22][CH:21]=[C:20]([Br:24])[N:19]=2)[CH:7]=1)=[O:5].[CH3:26][C:27]1[CH:32]=[CH:31][C:30](I)=[C:29]([CH3:34])[N:28]=1.C([Mg]Cl)(C)C>C1COCC1>[Br:24][C:20]1[N:19]=[C:18]([CH2:17][N:8]2[C:9]3[C:14](=[CH:13][CH:12]=[CH:11][CH:10]=3)[C:15](=[O:16])[C:6]([C:4]([C:32]3[C:27]([CH3:26])=[N:28][C:29]([CH3:34])=[CH:30][CH:31]=3)=[O:5])=[CH:7]2)[CH:23]=[CH:22][CH:21]=1. Procedure details: Experimental conditions analogous to those described for Step 6 of Example 60 from 105 mg (0.26 mmol) of 1-(6-bromo-pyridin-2-ylmethyl)-4-oxo-1,4-dihydro-quinoline-3-carboxylic acid methoxy-methyl-amide in 1 mL THF and 134 mg (0.58 mmol) of 2,6-dimethyl-5-iodo-pyridine in 1 mL THF with 0.30 mL 2M isopropylmagnesium chloride. Yield: 19 mg of a white powder. LC-MSD, m/z for C23H18BrN3O2 [M+H]+=448.0, 450.0; HPLC retention time: 1.2 min. Reactants: CC1(c2cccc(Br)n2)OCCO1, [Li]CCCC, CCOCC, CCCCCC, N#N, [Na+], O=C([O-])O, CN(C)C=O. Yields the product CC1(c2cccc(C=O)n2)OCCO1. As a reaction SMILES: [Br:3][c:4]1[n:5][c:6]([C:10]2([CH3:15])[O:11][CH2:12][CH2:13][O:14]2)[cH:7][cH:8][cH:9]1.[CH3:16][CH2:17][CH2:18][CH2:19][Li:20].[CH3:31][CH2:32][O:33][CH2:34][CH3:35].[CH3:36][CH2:37][CH2:38][CH2:39][CH2:40][CH3:41].[N:1]#[N:2].[Na+:30].[O-:26][C:27]([OH:28])=[O:29].[O:21]=[CH:22][N:23]([CH3:24])[CH3:25]>>[c:4]1([CH:22]=[O:21])[n:5][c:6]([C:10]2([CH3:15])[O:11][CH2:12][CH2:13][O:14]2)[cH:7][cH:8][cH:9]1. Yields the product CCCC(=O)Nc1n[nH]c2cc(-c3ccc(OCc4ccccc4)cc3)c(-c3ccc(OCc4ccccc4)cc3)cc12. RXN SMILES: [CH3:2][CH2:3][CH2:4][CH2:5][N+:6]([CH2:7][CH2:8][CH2:9][CH3:10])([CH2:11][CH2:12][CH2:13][CH3:14])[CH2:15][CH2:16][CH2:17][CH3:18].[CH3:70][CH2:71][O:72][C:73](=[O:74])[CH3:75].[F-:1].[O:76]1[CH2:77][CH2:78][CH2:79][CH2:80]1.[c:19]1([CH2:25][O:26][c:27]2[cH:28][cH:29][c:30](-[c:33]3[cH:34][c:35]4[c:36]([NH:64][C:65]([CH2:66][CH2:67][CH3:68])=[O:69])[n:37][n:38]([CH2:56][O:57][CH2:58][CH2:59][Si:60]([CH3:61])([CH3:62])[CH3:63])[c:39]4[cH:40][c:41]3-[c:42]3[cH:43][cH:44][c:45]([O:48][CH2:49][c:50]4[cH:51][cH:52][cH:53][cH:54][cH:55]4)[cH:46][cH:47]3)[cH:31][cH:32]2)[cH:20][cH:21][cH:22][cH:23][cH:24]1>>[c:19]1([CH2:25][O:26][c:27]2[cH:28][cH:29][c:30](-[c:33]3[cH:34][c:35]4[c:36]([NH:64][C:65]([CH2:66][CH2:67][CH3:68])=[O:69])[n:37][nH:38][c:39]4[cH:40][c:41]3-[c:42]3[cH:43][cH:44][c:45]([O:48][CH2:49][c:50]4[cH:51][cH:52][cH:53][cH:54][cH:55]4)[cH:46][cH:47]3)[cH:31][cH:32]2)[cH:20][cH:21][cH:22][cH:23][cH:24]1. Starting materials: CCCC[N+](CCCC)(CCCC)CCCC, CCOC(C)=O, [F-], C1CCOC1, CCCC(=O)Nc1nn(COCC[Si](C)(C)C)c2cc(-c3ccc(OCc4ccccc4)cc3)c(-c3ccc(OCc4ccccc4)cc3)cc12. RXN SMILES: [OH:1][CH2:2][CH2:3][CH:4]1[N:9]2[CH:10]=[C:11]([C:13]3[CH:18]=[CH:17][CH:16]=[C:15]([Cl:19])[CH:14]=3)[CH:12]=[C:8]2[C:7](=[O:20])[NH:6][CH2:5]1.[S:21](Cl)([CH3:24])(=[O:23])=[O:22].O>C(Cl)Cl>[CH3:24][S:21]([O:1][CH2:2][CH2:3][CH:4]1[N:9]2[CH:10]=[C:11]([C:13]3[CH:18]=[CH:17][CH:16]=[C:15]([Cl:19])[CH:14]=3)[CH:12]=[C:8]2[C:7](=[O:20])[NH:6][CH2:5]1)(=[O:23])=[O:22]. Conditions: time 1 hour. Isolated yield 96.7%. Reactants: OCCC1CNC(C=2N1C=C(C2)C2=CC(=CC=C2)Cl)=O (4-(2-hydroxyethyl)-7-(3-chlorophenyl)-3,4-dihydropyrrolo[1,2-a]pyrazin-1(2H)-one), S(=O)(=O)(C)Cl (mesyl chloride), TEA, O (water). The product is CS(=O)(=O)OCCC1CNC(C=2N1C=C(C2)C2=CC(=CC=C2)Cl)=O (2-[1-oxo-7-(3-chlorophenyl)-1,2,3,4-tetrahydropyrrolo[1,2-a]pyrazin-4-yl]ethyl methanesulfonate). Procedure details: To a solution of 4-(2-hydroxyethyl)-7-(3-chlorophenyl)-3,4-dihydropyrrolo[1,2-a]pyrazin-1(2H)-one (128 mg, 0.44 mmol) in DCM (10 ml), mesyl chloride (58 ul, 0.748 mmol) and TEA (200 ul, 1.48 mmol), were added. The resulting solution was stirred at room temperature, after 1 h the reaction mixture was portioned between DCM and water. The organic layers were washed with brine, dried over Na2SO4 and concentrated. The crude was triturated with diethyl ether and filtered to give 2-[1-oxo-7-(3-chloroph... Solvent: C(Cl)Cl (DCM), C(Cl)Cl (DCM).